From a dataset of the Open Reaction Database (ORD), a public repository of structured organic reaction records. describe an organic reaction: reactants, conditions, products, and yield Reaction conditions: temperature 100 celsius, time 4 hour. The reactants are O1C2=C(C=CC=3C[C@@H]4[C@@H]5CC[C@@H]([C@H]1[C@@]5(C23)CCN4C)OCC4=CC=C(C=C4)C(=O)OC)OCOC (4,5α-Epoxy-3-methoxymethoxy-17-methyl-6α-((4-(methyloxycarbonyl)-phenyl)-methoxy)-morphinane), O (water), C(C)(=O)O (acetic acid). Procedure details: 4,5α-Epoxy-3-methoxymethoxy-17-methyl-6α-((4-(methyloxycarbonyl)-phenyl)-methoxy)-morphinane (1.40 g, 2.92 mmol) is dissolved with water (35 ml) and glacial acetic acid (35 ml) and then stirred for 4 hours at 100° C. The volatile components are eliminated using the Rotavapor. The residue thus obtained is purified by flash chromatography (100 g of silica gel; mobile phase: methylene chloride/methanol= 4:1). The product is dissolved in a mixture of water and glacial acetic acid and lyophilised. Yi... Yields the product C(C)(=O)OC=1C=CC=2C[C@@H]3[C@@H]4CC[C@@H]([C@H]5[C@@]4(C2C1O5)CCN3C)OCC3=CC=C(C=C3)C(=O)OC (4,5α-Epoxy-17-methyl-6α-((4-(methyloxycarbonyl)-phenyl)-methoxy)-morphinan-3-ol acetate). RXN SMILES: [O:1]1[C@@H:13]2[C@@:14]34[CH2:16][CH2:17][N:18]([CH3:19])[C@@H:8]([C@@H:9]3[CH2:10][CH2:11][C@@H:12]2[O:20][CH2:21][C:22]2[CH:27]=[CH:26][C:25]([C:28]([O:30][CH3:31])=[O:29])=[CH:24][CH:23]=2)[CH2:7][C:6]2=[C:15]4[C:2]1=[C:3]([O:32][CH2:33][O:34]C)[CH:4]=[CH:5]2.O.[C:37](O)(=O)C>>[C:33]([O:32][C:3]1[CH:4]=[CH:5][C:6]2[CH2:7][C@H:8]3[N:18]([CH3:19])[CH2:17][CH2:16][C@:14]45[C:15]=2[C:2]=1[O:1][C@H:13]4[C@@H:12]([O:20][CH2:21][C:22]1[CH:27]=[CH:26][C:25]([C:28]([O:30][CH3:31])=[O:29])=[CH:24][CH:23]=1)[CH2:11][CH2:10][C@@H:9]35)(=[O:34])[CH3:37]. Reactants: O=C([O-])[O-], ClCCl, CNc1nc(C(N)=O)c(-c2ccncc2)s1, Cl, [K+], [K+], O=C(O)C(F)(F)F, c1ccncc1. Product: CNc1nc(C#N)c(-c2ccncc2)s1. RXN SMILES: [C:25](=[O:26])([O-:27])[O-:28].[CH2:31]([Cl:32])[Cl:33].[CH3:8][NH:9][c:10]1[s:11][c:12](-[c:18]2[cH:19][cH:20][n:21][cH:22][cH:23]2)[c:13]([C:15]([NH2:16])=[O:17])[n:14]1.[ClH:24].[K+:29].[K+:30].[OH:1][C:2]([C:3]([F:4])([F:5])[F:6])=[O:7].[cH:34]1[cH:35][cH:36][n:37][cH:38][cH:39]1>>[CH3:8][NH:9][c:10]1[s:11][c:12](-[c:18]2[cH:19][cH:20][n:21][cH:22][cH:23]2)[c:13]([C:15]#[N:16])[n:14]1. The reactants are CCCCN1C(=O)C(O)=C(c2cccc(Cl)c2)S1(=O)=O, O=C(Cl)C(=O)Cl, ClCCl, CN(C)C=O. Yields the product CCCCN1C(=O)C(Cl)=C(c2cccc(Cl)c2)S1(=O)=O. RXN SMILES: [CH2:6]([CH2:7][CH2:8][CH3:9])[N:10]1[S:11](=[O:24])(=[O:25])[C:12]([c:17]2[cH:18][c:19]([Cl:23])[cH:20][cH:21][cH:22]2)=[C:13]([OH:16])[C:14]1=[O:15].[Cl:26][C:27]([C:28]([Cl:29])=[O:30])=[O:31].[Cl:32][CH2:33][Cl:34].[O:1]=[CH:2][N:3]([CH3:4])[CH3:5]>>[CH2:6]([CH2:7][CH2:8][CH3:9])[N:10]1[S:11](=[O:24])(=[O:25])[C:12]([c:17]2[cH:18][c:19]([Cl:23])[cH:20][cH:21][cH:22]2)=[C:13]([Cl:26])[C:14]1=[O:15]. Starting materials: O (water), [H-].[Na+] (Sodium hydride), ClCC1=CC=C(OCC=2N=C(SC2)C2=CC=CC=C2)C=C1 (4-(4-chloromethylphenoxymethyl)-2-phenylthiazole), C1(=CC=CC=C1)C1=NNC=C1CCC(=O)OCC (ethyl 3-(3-phenyl-1H-pyrazol-4-yl)propionate). The solvent is CN(C=O)C (N,N-dimethylformamide). Run at time 2 hour. The product is C1(=CC=CC=C1)C1=NN(C=C1CCC(=O)OCC)CC1=CC=C(C=C1)OCC=1N=C(SC1)C1=CC=CC=C1 (ethyl 3-[3-phenyl-1-[4-(2-phenyl-4-thiazolylmethoxy)benzyl]-1H-pyrazol-4-yl]propionate). The yield is 89.3%. RXN SMILES: [H-].[Na+].Cl[CH2:4][C:5]1[CH:23]=[CH:22][C:8]([O:9][CH2:10][C:11]2[N:12]=[C:13]([C:16]3[CH:21]=[CH:20][CH:19]=[CH:18][CH:17]=3)[S:14][CH:15]=2)=[CH:7][CH:6]=1.[C:24]1([C:30]2[C:34]([CH2:35][CH2:36][C:37]([O:39][CH2:40][CH3:41])=[O:38])=[CH:33][NH:32][N:31]=2)[CH:29]=[CH:28][CH:27]=[CH:26][CH:25]=1.O>CN(C)C=O>[C:24]1([C:30]2[C:34]([CH2:35][CH2:36][C:37]([O:39][CH2:40][CH3:41])=[O:38])=[CH:33][N:32]([CH2:4][C:5]3[CH:23]=[CH:22][C:8]([O:9][CH2:10][C:11]4[N:12]=[C:13]([C:16]5[CH:21]=[CH:20][CH:19]=[CH:18][CH:17]=5)[S:14][CH:15]=4)=[CH:7][CH:6]=3)[N:31]=2)[CH:25]=[CH:26][CH:27]=[CH:28][CH:29]=1 |f:0.1|. Reported procedure: Sodium hydride (60%, oily, 110 mg) was added to a solution of 4-(4-chloromethylphenoxymethyl)-2-phenylthiazole (760 mg) and ethyl 3-(3-phenyl-1H-pyrazol-4-yl)propionate (580 mg) in N,N-dimethylformamide (10 ml) at 0° C., and the mixture was stirred at room temperature for 2 hours. The reaction mixture was poured into water, and extracted with ethyl acetate. The ethyl acetate layer was washed with saturated aqueous sodium chloride solution, dried (MgSO4), and concentrated. The residue was subject... Starting materials: CC1=C(C=CC=C1)P(C2=C(C=CC=C2)C)C3=C(C=CC=C3)C (P(o-tolyl)3), IC1=NN(C2=CC(=CC=C12)C=O)COCC[Si](C)(C)C (3-iodo-1-((2-(trimethylsilyl)ethoxy)methyl)-1H-indazole-6-carbaldehyde), C(C)(C)N(CC)C(C)C (diisopropylethylamine), NaHCO3(sat.), CN(CCNC)C (N1,N1,N2-trimethylethane-1,2-diamine), C(C)(C)N(CC)C(C)C (diisopropylethylamine), C(C=C)(=O)Cl (Acryloyl chloride). Reagents/catalysts: CC(=O)[O-].CC(=O)[O-].[Pd+2] (Pd(OAc)2). Run in CN(C)C=O (DMF), C(Cl)Cl (CH2Cl2). Product: CN(CCN(C(\C=C\C1=NN(C2=CC(=CC=C12)C=O)COCC[Si](C)(C)C)=O)C)C ((E)-N-(2-(dimethylamino)ethyl)-3-(6-formyl-1-((2-(trimethylsilyl)ethoxy)methyl)-1H-indazol-3-yl)-N-methylacrylamide). The yield is 36.3%. RXN SMILES: [CH3:1][N:2]([CH3:7])[CH2:3][CH2:4][NH:5][CH3:6].C(N(C(C)C)CC)(C)C.[C:17](Cl)(=[O:20])[CH:18]=[CH2:19].I[C:23]1[C:31]2[C:26](=[CH:27][C:28]([CH:32]=[O:33])=[CH:29][CH:30]=2)[N:25]([CH2:34][O:35][CH2:36][CH2:37][Si:38]([CH3:41])([CH3:40])[CH3:39])[N:24]=1.CC1C=CC=CC=1P(C1C=CC=CC=1C)C1C=CC=CC=1C>CC([O-])=O.CC([O-])=O.[Pd+2].CN(C=O)C.C(Cl)Cl>[CH3:1][N:2]([CH3:7])[CH2:3][CH2:4][N:5]([CH3:6])[C:17](=[O:20])/[CH:18]=[CH:19]/[C:23]1[C:31]2[C:26](=[CH:27][C:28]([CH:32]=[O:33])=[CH:29][CH:30]=2)[N:25]([CH2:34][O:35][CH2:36][CH2:37][Si:38]([CH3:41])([CH3:40])[CH3:39])[N:24]=1 |f:5.6.7|. Procedure: A dry round-bottom flask was charged with N1,N1,N2-trimethylethane-1,2-diamine (0.32 mL, 2.50 mmol), diisopropylethylamine (0.87 mL, 5.00 mmol) and CH2Cl2 (12 mL) and the solution cooled with an ice-water bath. Acryloyl chloride (0.20 mL, 2.50 mmol) was added dropwise and the reaction allowed to warm to room temperature. After 3 hours the solvent was removed and the residue purified by column chromatography (silica gel, 88:10:2, CH2Cl2/MeOH/7M NH3 in MeOH) to give 50 mg of a crude oil to which w... Starting materials: O1C(=CC=C1)B(O)O (2-furanboronic acid), BrC1=CC=C(C=C1)C1=C(C=NN1C1=CC=C(C=C1)S(=O)(=O)C)C#N (5-[4-Bromophenyl]-4-cyano-1-[4-(methylsulfonyl)phenyl]-1H-pyrazole). Product: O1C(=CC=C1)C1=CC=C(C=C1)C1=C(C=NN1C1=CC=C(C=C1)S(=O)(=O)C)C#N (5-[4-(2-Furyl)phenyl]-4-cyano-1-[4-(methylsulfonyl)phenyl]-1H-pyrazole). As a reaction SMILES: [O:1]1[CH:5]=[CH:4][CH:3]=[C:2]1B(O)O.Br[C:10]1[CH:15]=[CH:14][C:13]([C:16]2[N:20]([C:21]3[CH:26]=[CH:25][C:24]([S:27]([CH3:30])(=[O:29])=[O:28])=[CH:23][CH:22]=3)[N:19]=[CH:18][C:17]=2[C:31]#[N:32])=[CH:12][CH:11]=1>>[O:1]1[CH:5]=[CH:4][CH:3]=[C:2]1[C:10]1[CH:15]=[CH:14][C:13]([C:16]2[N:20]([C:21]3[CH:26]=[CH:25][C:24]([S:27]([CH3:30])(=[O:28])=[O:29])=[CH:23][CH:22]=3)[N:19]=[CH:18][C:17]=2[C:31]#[N:32])=[CH:12][CH:11]=1. Procedure details: The title compound was prepared according to the procedure of Example 1 using 2-furanboronic acid instead of thiophen-3-boronic acid and 4-[5-[4-Bromophenyl]-4-cyano-1-[4-(methylsulfonyl)phenyl]-1H-pyrazole instead of 1-[4-(Methylsulfonyl)phenyl]-5-(4-bromophenyl)-3-trifluoromethyl-1H-pyrazole in step 2.